From a dataset of the Open Reaction Database (ORD), a public repository of structured organic reaction records. describe an organic reaction: reactants, conditions, products, and yield Reactants: C(C)OC(=O)[C@@H]1C(NC(C[C@H]1C1=CC=C(C=C1)F)=O)=O ((±)-trans-3-Ethoxycarbonyl-4-(4'-fluorophenyl) piperidin-2,6-dione), C(C)OC(=O)[C@@H]1C(NC(C[C@H]1C1=CC=C(C=C1)F)=O)=O ((±)-trans-3-ethoxycarbonyl-4(4'-fluorophenyl)piperidin-2,6-dione), [H-].[Al+3].[Li+].[H-].[H-].[H-] (lithium aluminium hydride). Run in O1CCCC1 (tetrahydrofuran). The product is FC1=CC=C(C=C1)[C@H]1[C@@H](CNCC1)CO ((±)-trans-4-(4'-Fluorophenyl)-3-hydroxymethylpiperidine). The yield is 22.0%. RXN SMILES: C([O:3][C:4]([C@H:6]1[C@H:11]([C:12]2[CH:17]=[CH:16][C:15]([F:18])=[CH:14][CH:13]=2)[CH2:10][C:9](=O)[NH:8][C:7]1=O)=O)C.[H-].[Al+3].[Li+].[H-].[H-].[H-]>O1CCCC1>[F:18][C:15]1[CH:16]=[CH:17][C:12]([C@@H:11]2[CH2:10][CH2:9][NH:8][CH2:7][C@H:6]2[CH2:4][OH:3])=[CH:13][CH:14]=1 |f:1.2.3.4.5.6|. Procedure details: Compound E1 (±)-trans-3-ethoxycarbonyl-4(4'-fluorophenyl)piperidin-2,6-dione (2.0 g) was reduced with lithium aluminium hydride (0.58 g) in refluxing tetrahydrofuran (50 ml) for 4 hours. Work up as described in Example 5 gave the title compound as a solid (0.28 g, 22%). Starting materials: CCCc1cc(C)[nH]c(=O)c1CNC(=O)c1cc(-c2ccc(N3CCN(C(=O)OC(C)(C)C)CC3)nc2)cc2c1ccn2C(C)C, ClCCl, O=C(O)C(F)(F)F. Product: CCCc1cc(C)[nH]c(=O)c1CNC(=O)c1cc(-c2ccc(N3CCNCC3)nc2)cc2c1ccn2C(C)C. As a reaction SMILES: [CH3:1][CH:2]([CH3:3])[n:4]1[cH:5][cH:6][c:7]2[c:8]([C:32](=[O:33])[NH:34][CH2:35][c:36]3[c:37](=[O:46])[nH:38][c:39]([CH3:45])[cH:40][c:41]3[CH2:42][CH2:43][CH3:44])[cH:9][c:10](-[c:13]3[cH:14][cH:15][c:16]([N:19]4[CH2:20][CH2:21][N:22]([C:25]([O:26][C:27]([CH3:28])([CH3:29])[CH3:30])=[O:31])[CH2:23][CH2:24]4)[n:17][cH:18]3)[cH:11][c:12]12.[Cl:54][CH2:55][Cl:56].[F:47][C:48]([F:49])([F:50])[C:51]([OH:52])=[O:53]>>[CH3:1][CH:2]([CH3:3])[n:4]1[cH:5][cH:6][c:7]2[c:8]([C:32](=[O:33])[NH:34][CH2:35][c:36]3[c:37](=[O:46])[nH:38][c:39]([CH3:45])[cH:40][c:41]3[CH2:42][CH2:43][CH3:44])[cH:9][c:10](-[c:13]3[cH:14][cH:15][c:16]([N:19]4[CH2:20][CH2:21][NH:22][CH2:23][CH2:24]4)[n:17][cH:18]3)[cH:11][c:12]12. Procedure details: DBU (2.99 ml; 20.06 mmol; 1.10 eq.) was dissolved in DMF (37.5 ml) and put under nitrogen atmosphere. 3-Cyclopropyl-3-oxo-propionic acid ethyl ester (Betapharma, 3.132 g; 20.06 mmol; 1.10 eq.) was added to the mixture and it was stirred for 15 min. Then a solution of 1-azido-2-fluorobenzene prepared according to Platz, M. S. et al. J. Org. Chem. 1989, 54, 5938-5945, (2.5 g; 18.23 mmol; 1 eq.) in DMF (5 mL) was added dropwise to the solution at room temperature. Water (50 mL) was added to the coo... The product is C1(CC1)C1=C(N=NN1C1=C(C=CC=C1)F)C(=O)OCC (Ethyl 5-cyclopropyl-1-(2-fluorophenyl)-1H-1,2,3-triazole-4-carboxylate). Reaction conditions: time 15 minute. The solvent is CN(C)C=O (DMF), CN(C)C=O (DMF). Reactants: C(C)OC(CC(=O)C1CC1)=O (3-Cyclopropyl-3-oxo-propionic acid ethyl ester), O (Water), C1CCC2=NCCCN2CC1 (DBU), N(=[N+]=[N-])C1=C(C=CC=C1)F (1-azido-2-fluorobenzene). RXN SMILES: C1CCN2C(=NCCC2)CC1.[CH2:12]([O:14][C:15](=[O:22])[CH2:16][C:17]([CH:19]1[CH2:21][CH2:20]1)=O)[CH3:13].[N:23]([C:26]1[CH:31]=[CH:30][CH:29]=[CH:28][C:27]=1[F:32])=[N+:24]=[N-:25].O>CN(C=O)C>[CH:19]1([C:17]2[N:23]([C:26]3[CH:31]=[CH:30][CH:29]=[CH:28][C:27]=3[F:32])[N:24]=[N:25][C:16]=2[C:15]([O:14][CH2:12][CH3:13])=[O:22])[CH2:21][CH2:20]1. The reactants are C1(CC1)N (cyclopropylamine), ClC1=NC=CC=C1C(=O)NC=1C(=NC=CC1C)Cl (2-chloro-N-(2-chloro-4-methyl-3-pyridinyl)-3-pyridine carboxamide). Reaction conditions: temperature 130 celsius, time 30 minute. Product: C1(CC1)N1C2=C(NC(C3=C1N=CC=C3)=O)C(=CC=N2)C (11-cyclopropyl-5,11-dihydro-4-methyl-6H-dipyrido[3,2-b :2',3'-e][1,4 ]diazepin-6-one). The yield is 83.0%. Reaction SMILES: [CH:1]1([NH2:4])[CH2:3][CH2:2]1.Cl[C:6]1[C:11]([C:12]([NH:14][C:15]2[C:16](Cl)=[N:17][CH:18]=[CH:19][C:20]=2[CH3:21])=[O:13])=[CH:10][CH:9]=[CH:8][N:7]=1>>[CH:1]1([N:4]2[C:6]3[N:7]=[CH:8][CH:9]=[CH:10][C:11]=3[C:12](=[O:13])[NH:14][C:15]3[C:20]([CH3:21])=[CH:19][CH:18]=[N:17][C:16]2=3)[CH2:3][CH2:2]1. Procedure details: 287.2 kg of 2-chloro-N-(2-chloro-4-methyl-3-pyridyl)-3-pyridine carboxamide (4), 57.0 kg of calcium oxide and 87.1 kg of cyclopropylamine (molar ratio: 1:1:1.5) are heated in 574 l of diglyme (diethylene glycol-dimethylether) to 135°-145° C. for about 30 minutes in a 1200 l VA stirring apparatus. This produces a pressure of 1.2-1.5 bar and about 50% of the starting material (4) is reacted. To this mixture, over about 30 minutes at 135°-145° C., a further 58.1 kg of cyclopropylamine is added prod... Reactants: C1CCOC1, Cn1nnnc1S, O=C1C(Cl)=CC(=NS(=O)(=O)c2ccc(-c3ccccc3)cc2)c2ccccc21, c1ccncc1. Yields the product Cn1nnnc1SC1=CC(=NS(=O)(=O)c2ccc(-c3ccccc3)cc2)c2ccccc2C1=O. As a reaction SMILES: [CH2:42]1[O:43][CH2:44][CH2:45][CH2:46]1.[CH3:29][n:30]1[n:31][n:32][n:33][c:34]1[SH:35].[Cl:1][C:2]1=[CH:3][C:4](=[N:13][S:14](=[O:15])(=[O:16])[c:17]2[cH:18][cH:19][c:20](-[c:23]3[cH:24][cH:25][cH:26][cH:27][cH:28]3)[cH:21][cH:22]2)[c:5]2[cH:6][cH:7][cH:8][cH:9][c:10]2[C:11]1=[O:12].[cH:36]1[cH:37][cH:38][n:39][cH:40][cH:41]1>>[C:2]1([S:35][c:34]2[n:30]([CH3:29])[n:31][n:32][n:33]2)=[CH:3][C:4](=[N:13][S:14](=[O:15])(=[O:16])[c:17]2[cH:18][cH:19][c:20](-[c:23]3[cH:24][cH:25][cH:26][cH:27][cH:28]3)[cH:21][cH:22]2)[c:5]2[cH:6][cH:7][cH:8][cH:9][c:10]2[C:11]1=[O:12]. The reactants are IC1=C(C=NC=C1)NCC1COCCC1 (4-iodo-N-((tetrahydro-2H-pyran-3-yl)methyl)pyridin-3-amine), FC1=CC(=C(C=C1)B(O)O)OC (4-fluoro-2-methoxyphenylboronic acid). The product is FC1=CC(=C(C=C1)C1=C(C=NC=C1)NCC1COCCC1)OC (4-(4-Fluoro-2-methoxyphenyl)-N-((tetrahydro-2H-pyran-3-yl)methyl)pyridin-3-amine). As a reaction SMILES: I[C:2]1[CH:7]=[CH:6][N:5]=[CH:4][C:3]=1[NH:8][CH2:9][CH:10]1[CH2:15][CH2:14][CH2:13][O:12][CH2:11]1.[F:16][C:17]1[CH:22]=[CH:21][C:20](B(O)O)=[C:19]([O:26][CH3:27])[CH:18]=1>>[F:16][C:17]1[CH:22]=[CH:21][C:20]([C:2]2[CH:7]=[CH:6][N:5]=[CH:4][C:3]=2[NH:8][CH2:9][CH:10]2[CH2:15][CH2:14][CH2:13][O:12][CH2:11]2)=[C:19]([O:26][CH3:27])[CH:18]=1. Procedure details: The title compound was prepared in analogy to example 72, from 4-iodo-N-((tetrahydro-2H-pyran-3-yl)methyl)pyridin-3-amine and 4-fluoro-2-methoxyphenylboronic acid after a reaction time of 5 hours at reflux. The compound was purified by silica gel chromatography on a 20 g column using an MPLC system (CombiFlash Companion, Isco Inc.) eluting with a gradient of n-heptane:EtOAc (100:0 to 0:100) followed by EtOAc:MeOH (100:0 to 90:10). Yellow oil (106%). MS (ESI): m/z=317.166 [M+H]+.